The task is: describe an organic reaction: reactants, conditions, products, and yield. This data is from the Open Reaction Database (ORD), a public repository of structured organic reaction records. The reactants are ClC1=NC2=CC=CC=C2C(=N1)Cl (2,4-dichloroquinazoline), C1=C(C=CC2=CC=CC=C12)N (2-naphthylamine), CC1=NNC(=C1)C (3,5-dimethylpyrazole). Yields the product CC1=NN(C(=C1)C)C1=NC2=CC=CC=C2C(=N1)NC1=CC2=CC=CC=C2C=C1 ([2-(3,5-Dimethyl-pyrazol-1-yl)-quinazolin-4-yl]-naphthalen-2-yl-amine). RXN SMILES: Cl[C:2]1[N:11]=[C:10](Cl)[C:9]2[C:4](=[CH:5][CH:6]=[CH:7][CH:8]=2)[N:3]=1.[CH:13]1[C:22]2[C:17](=[CH:18][CH:19]=[CH:20][CH:21]=2)[CH:16]=[CH:15][C:14]=1[NH2:23].[CH3:24][C:25]1[CH:29]=[C:28]([CH3:30])[NH:27][N:26]=1>>[CH3:24][C:25]1[CH:29]=[C:28]([CH3:30])[N:27]([C:2]2[N:11]=[C:10]([NH:23][C:14]3[CH:15]=[CH:16][C:17]4[C:22](=[CH:21][CH:20]=[CH:19][CH:18]=4)[CH:13]=3)[C:9]3[C:4](=[CH:5][CH:6]=[CH:7][CH:8]=3)[N:3]=2)[N:26]=1. Reported procedure: Was prepared according to Method B from 2,4-dichloroquinazoline, 2-naphthylamine and 3,5-dimethylpyrazole. Mp. 213.3-215.6° C. The reactants are C(OC)([O-])[O-] (methyl orthoformate), C(=O)C=1C=C(C(=O)OC)C=CC1 (Methyl 3-formylbenzoate), C[O-].[Na+] (Sodium methoxide). The reagents and catalysts are C1(=CC=C(C=C1)S(=O)(=O)O)C (p-toluenesulfonic acid). Solvent: CO (methanol). Reaction conditions: time 10 hour. Product: COC(C1=CC(=CC=C1)C=O)(OC)OC (methyl 3-formylbenzoate dimethyl acetal). RXN SMILES: [CH:1]([C:3]1[CH:4]=[C:5]([CH:10]=[CH:11][CH:12]=1)[C:6]([O:8][CH3:9])=[O:7])=[O:2].[CH:13]([O-])([O-])[O:14]C.[CH3:18][O-].[Na+]>CO.C1(C)C=CC(S(O)(=O)=O)=CC=1>[CH3:9][O:8][C:6]([O:14][CH3:13])([O:7][CH3:18])[C:5]1[CH:10]=[CH:11][CH:12]=[C:3]([CH:1]=[O:2])[CH:4]=1 |f:2.3|. Procedure details: Methyl 3-formylbenzoate (0.67 g) was dissolved in 10 ml of methanol, and 0.74 g of methyl orthoformate and 8 mg of p-toluenesulfonic acid were added. The mixture was stirred at room temperature for 10 hours. Sodium methoxide was added to the reaction mixture to make it basic, and then the solvent was evaporated. The residue was dissolved in ethyl acetate, and washed with a 5% aqueous solution of sodium hydrogen carbonate. The solvent was then evaporated to give 0.75 g of methyl 3-formylbenzoate ... Reactants: Br, [Cu]Br, O=N[O-], Nc1cc(-c2ccccc2)[nH]n1, [Na+], O. The product is Brc1cc(-c2ccccc2)[nH]n1. RXN SMILES: [BrH:13].[Cu:19][Br:20].[N:14]([O-:15])=[O:16].[NH2:1][c:2]1[n:3][nH:4][c:5](-[c:7]2[cH:8][cH:9][cH:10][cH:11][cH:12]2)[cH:6]1.[Na+:17].[OH2:18]>>[c:2]1([Br:13])[n:3][nH:4][c:5](-[c:7]2[cH:8][cH:9][cH:10][cH:11][cH:12]2)[cH:6]1. Starting materials: O\N=C\C1=CC=C(C=C1)N1CCN(CC1)C(=O)OC(C)(C)C (tert-butyl 4-{4-[(E)-(hydroxyimino)methyl]phenyl}piperazine-1-carboxylate), [O-]Cl.[Na+] (Javex), [C-]#N.[K+] (Potassium cyanide). Run in C(Cl)Cl (CH2Cl2), [Cl-].[Na+].O (brine). Reaction conditions: time 1 hour. Product: C(#N)\C(\C1=CC=C(C=C1)N1CCN(CC1)C(=O)OC(C)(C)C)=N/O (tert-butyl 4-(4-[(Z)-cyano(hydroxyimino)methyl]phenyl}piperazine-1-carboxylate). RXN SMILES: [OH:1]/[N:2]=[CH:3]/[C:4]1[CH:9]=[CH:8][C:7]([N:10]2[CH2:15][CH2:14][N:13]([C:16]([O:18][C:19]([CH3:22])([CH3:21])[CH3:20])=[O:17])[CH2:12][CH2:11]2)=[CH:6][CH:5]=1.[O-]Cl.[Na+].[C-:26]#[N:27].[K+]>C(Cl)Cl.[Cl-].[Na+].O>[C:26](/[C:3](=[N:2]\[OH:1])/[C:4]1[CH:5]=[CH:6][C:7]([N:10]2[CH2:11][CH2:12][N:13]([C:16]([O:18][C:19]([CH3:22])([CH3:21])[CH3:20])=[O:17])[CH2:14][CH2:15]2)=[CH:8][CH:9]=1)#[N:27] |f:1.2,3.4,6.7.8|. Procedure details: To tert-butyl 4-{4-[(E)-(hydroxyimino)methyl]phenyl}piperazine-1-carboxylate (1.593 g, 5.22 mmol) in CH2Cl2 (25 mL) was gradually added Javex (approx. 10% NaOCl, 19.5 mL,.26.1 mmol) and the reaction mixture stirred for 1 hour. Potassium cyanide (3.4 g, 52.2 mmol) was added and the reaction stirred for 1 hour. The reaction was poured into brine and the product extracted with EtOAc (2×), dried over Na2SO4, concentrated in vacuo with silica gel (to pre-adsorb product on silica gel) and purified by ... Reactants: ClC=1N=C(C2=C(N1)SC=N2)NC2=CC(=CC=C2)N2[C@H](CCC2)C ((S)-5-chloro-N-(3-(2-methylpyrrolidin-1-yl)phenyl)thiazolo[5,4-d]pyrimidin-7-amine), CC1(OB(OC1(C)C)C=1C=C(CNC2CCN(CC2)C(=O)OC(C)(C)C)C=CC1)C (tert-butyl 4-(3-(4,4,5,5-tetramethyl-1,3,2-dioxaborolan-2-yl)benzylamino)piperidine-1-carboxylate), C(=O)([O-])[O-].[Na+].[Na+] (Na2CO3). Reagents/catalysts: C=1C=CC(=CC1)[P](C=2C=CC=CC2)(C=3C=CC=CC3)[Pd]([P](C=4C=CC=CC4)(C=5C=CC=CC5)C=6C=CC=CC6)([P](C=7C=CC=CC7)(C=8C=CC=CC8)C=9C=CC=CC9)[P](C=1C=CC=CC1)(C=1C=CC=CC1)C=1C=CC=CC1 (Pd(PPh3)4). Run in O1CCOCC1 (1,4-dioxane), O (water). The product is C[C@@H]1N(CCC1)C=1C=C(C=CC1)NC=1C2=C(N=C(N1)C=1C=C(CNC3CCN(CC3)C(=O)OC(C)(C)C)C=CC1)SC=N2 ((S)-tert-butyl 4-(3-(7-(3-(2-methylpyrrolidin-1-yl)phenylamino)thiazolo[5,4-d]pyrimidin-5-yl)benzylamino)piperidine-1-carboxylate). RXN SMILES: Cl[C:2]1[N:3]=[C:4]([NH:11][C:12]2[CH:17]=[CH:16][CH:15]=[C:14]([N:18]3[CH2:22][CH2:21][CH2:20][C@@H:19]3[CH3:23])[CH:13]=2)[C:5]2[N:10]=[CH:9][S:8][C:6]=2[N:7]=1.CC1(C)C(C)(C)OB([C:32]2[CH:33]=[C:34]([CH:50]=[CH:51][CH:52]=2)[CH2:35][NH:36][CH:37]2[CH2:42][CH2:41][N:40]([C:43]([O:45][C:46]([CH3:49])([CH3:48])[CH3:47])=[O:44])[CH2:39][CH2:38]2)O1.C([O-])([O-])=O.[Na+].[Na+]>O1CCOCC1.O.C1C=CC([P]([Pd]([P](C2C=CC=CC=2)(C2C=CC=CC=2)C2C=CC=CC=2)([P](C2C=CC=CC=2)(C2C=CC=CC=2)C2C=CC=CC=2)[P](C2C=CC=CC=2)(C2C=CC=CC=2)C2C=CC=CC=2)(C2C=CC=CC=2)C2C=CC=CC=2)=CC=1>[CH3:23][C@H:19]1[CH2:20][CH2:21][CH2:22][N:18]1[C:14]1[CH:13]=[C:12]([NH:11][C:4]2[C:5]3[N:10]=[CH:9][S:8][C:6]=3[N:7]=[C:2]([C:32]3[CH:33]=[C:34]([CH:50]=[CH:51][CH:52]=3)[CH2:35][NH:36][CH:37]3[CH2:42][CH2:41][N:40]([C:43]([O:45][C:46]([CH3:48])([CH3:49])[CH3:47])=[O:44])[CH2:39][CH2:38]3)[N:3]=2)[CH:17]=[CH:16][CH:15]=1 |f:2.3.4,^1:70,72,91,110|. Procedure: To a solution of (S)-5-chloro-N-(3-(2-methylpyrrolidin-1-yl)phenyl)thiazolo[5,4-d]pyrimidin-7-amine (200 mg, 0.58 mmol) and crude tert-butyl 4-(3-(4,4,5,5-tetramethyl-1,3,2-dioxaborolan-2-yl)benzylamino)piperidine-1-carboxylate in 10 mL of 1,4-dioxane and 2 mL of water was added Na2CO3 (184 mg, 1.74 mmol) followed by Pd(PPh3)4 (184 mg, 0.03 mmol) under nitrogen with stirring. The mixture was refluxed for 15 hours under nitrogen. After cooled, the solvent was evaporated by rotary evaporation unde...